Dataset: the Open Reaction Database (ORD), a public repository of structured organic reaction records. Task: describe an organic reaction: reactants, conditions, products, and yield Starting materials: CN=C=O, CS(C)=O, CCOC(=O)Cc1csc(N)n1, O. Product: CCOC(=O)Cc1csc(NC(=O)NC)n1. RXN SMILES: [CH3:13][N:14]=[C:15]=[O:16].[CH3:18][S:19]([CH3:20])=[O:21].[NH2:1][c:2]1[s:3][cH:4][c:5]([CH2:7][C:8](=[O:9])[O:10][CH2:11][CH3:12])[n:6]1.[OH2:17]>>[NH:1]([c:2]1[s:3][cH:4][c:5]([CH2:7][C:8](=[O:9])[O:10][CH2:11][CH3:12])[n:6]1)[C:15]([NH:14][CH3:13])=[O:16]. The reactants are Cl.N1(CCCCC1)CCOC1=CC=C(OC2=C(C=CC3=CC(=CC=C23)OC)C2=CC=C(C=C2)OC)C=C1 (1-[4-[2-(1-piperdinyl)ethoxy]phenoxy]-2-(4-methoxyphenyl)-6-methoxynaphthalene hydrochloride), B(Br)(Br)Br (boron tribromide), C([O-])(O)=O.[Na+] (sodium bicarbonate). Solvent: C(Cl)Cl (methylene chloride). Reaction conditions: temperature 8 celsius, time 2 hour. Product: Cl.N1(CCCCC1)CCOC1=CC=C(OC2=C(C=CC3=CC(=CC=C23)O)C2=CC=C(C=C2)O)C=C1 (1-[4-[2-(1-piperdinyl)ethoxy]-phenoxy]-2-(4-hydroxyphenyl)-6-hydroxynaphthalene hydrochloride). Yield: 84.5%. As a reaction SMILES: [ClH:1].[N:2]1([CH2:8][CH2:9][O:10][C:11]2[CH:37]=[CH:36][C:14]([O:15][C:16]3[C:25]4[C:20](=[CH:21][C:22]([O:26]C)=[CH:23][CH:24]=4)[CH:19]=[CH:18][C:17]=3[C:28]3[CH:33]=[CH:32][C:31]([O:34]C)=[CH:30][CH:29]=3)=[CH:13][CH:12]=2)[CH2:7][CH2:6][CH2:5][CH2:4][CH2:3]1.B(Br)(Br)Br.C(=O)(O)[O-].[Na+]>C(Cl)Cl>[ClH:1].[N:2]1([CH2:8][CH2:9][O:10][C:11]2[CH:12]=[CH:13][C:14]([O:15][C:16]3[C:25]4[C:20](=[CH:21][C:22]([OH:26])=[CH:23][CH:24]=4)[CH:19]=[CH:18][C:17]=3[C:28]3[CH:29]=[CH:30][C:31]([OH:34])=[CH:32][CH:33]=3)=[CH:36][CH:37]=2)[CH2:7][CH2:6][CH2:5][CH2:4][CH2:3]1 |f:0.1,3.4,6.7|. Procedure details: To a solution of 1-[4-[2-(1-piperdinyl)ethoxy]phenoxy]-2-(4-methoxyphenyl)-6-methoxynaphthalene hydrochloride (1.00 g, 1.92 mmol) in 20 mL of anhydrous methylene chloride under N2 at 0° C. was added boron tribromide (0.74 mL, 7.71 mmol). The resulting mixture was allowed to warm to 8° C. and stirred for 2 hours. The reaction was then poured into a stirring solution of cold saturated sodium bicarbonate (200 mL). When gas evolution ceased, the aqueous layer was extracted with 5% methanol/chlorofor... The reactants are ClC1=C(C(=O)OCC2=CC=CC=C2)C=C(C(=C1)NC1=NC=C(C(=N1)OC1=C2C(N(CC2=CC=C1)C)=O)Cl)OC (Benzyl 2-chloro-4-[5-chloro-4-(2-methyl-3-oxo-2,3-dihydro-1H-isoindol-4-yloxy)-pyrimidin-2-ylamino]-5-methoxy-benzoate). The reagents and catalysts are [OH-].[OH-].[Pd+2] (Pd(OH)2). As a reaction SMILES: [Cl:1][C:2]1[CH:17]=[C:16]([NH:18][C:19]2[N:24]=[C:23]([O:25][C:26]3[CH:34]=[CH:33][CH:32]=[C:31]4[C:27]=3[C:28](=[O:36])[N:29]([CH3:35])[CH2:30]4)[C:22]([Cl:37])=[CH:21][N:20]=2)[C:15]([O:38][CH3:39])=[CH:14][C:3]=1[C:4]([O:6]CC1C=CC=CC=1)=[O:5]>C1COCC1.C(#N)C.[OH-].[OH-].[Pd+2]>[Cl:1][C:2]1[CH:17]=[C:16]([NH:18][C:19]2[N:24]=[C:23]([O:25][C:26]3[CH:34]=[CH:33][CH:32]=[C:31]4[C:27]=3[C:28](=[O:36])[N:29]([CH3:35])[CH2:30]4)[C:22]([Cl:37])=[CH:21][N:20]=2)[C:15]([O:38][CH3:39])=[CH:14][C:3]=1[C:4]([OH:6])=[O:5] |f:3.4.5|. Reported procedure: Benzyl 2-chloro-4-[5-chloro-4-(2-methyl-3-oxo-2,3-dihydro-1H-isoindol-4-yloxy)-pyrimidin-2-ylamino]-5-methoxy-benzoate (75 mg) is dissolved in THF (150 mL), Pd(OH)2 (0.01 g) is added and the mixture is stirred for 2 h under H2 gas. For working up the mixture is diluted with ACN (20 mL) and Isolute is added. The solvent is filtered off from the catalyst and the solvent is eliminated in vacuo. Solvent: C1CCOC1 (THF), C(C)#N (ACN). The product is ClC1=C(C(=O)O)C=C(C(=C1)NC1=NC=C(C(=N1)OC1=C2C(N(CC2=CC=C1)C)=O)Cl)OC (2-chloro-4-[5-chloro-4-(2-methyl-3-oxo-2,3-dihydro-1H-isoindol-4-yloxy)-pyrimidin-2-ylamino]-5-methoxy-benzoic acid). Reaction conditions: time 2 hour. The reactants are C(C)(C)(C)C1C(CCCC1)O (2-tert-butylcyclohexanol), C1C(C)O1 (propyleneoxide), C(C)(C)(C)C1CCC(CC1)O (4-tert-butylcyclohexanol), C1C(CC)O1 (1,2-butyleneoxide). Product: C(C)(C)(C)C1CCC(CC1)O (4-tert-butylcyclohexanol), C(C)(C)(C)C1CCC(CC1)OCC(CC)O (1-(4-tert-butylcyclohexyloxy)-2-butanol). RXN SMILES: [C:1]([CH:5]1[CH2:10][CH2:9][CH:8]([OH:11])[CH2:7][CH2:6]1)([CH3:4])([CH3:3])[CH3:2].[CH2:12]1[O:16][CH:13]1[CH2:14][CH3:15].C(C1CCCCC1O)(C)(C)C.C1OC1C>>[C:1]([CH:5]1[CH2:6][CH2:7][CH:8]([OH:11])[CH2:9][CH2:10]1)([CH3:4])([CH3:2])[CH3:3].[C:1]([CH:5]1[CH2:6][CH2:7][CH:8]([O:11][CH2:12][CH:13]([OH:16])[CH2:14][CH3:15])[CH2:9][CH2:10]1)([CH3:4])([CH3:2])[CH3:3]. Procedure details: The synthesis was carried out in the same manner as described in Example 1, except that 30.0 g (0.192 mol) of 4-tert-butylcyclohexanol (cis:trans=8:2) and 13.8 g (0.192 mol) of 1,2-butyleneoxide were used instead of 30.0 g (0.192 mol) of 2-tert-butylcyclohexanol (cis:trans=8:2) and 11.1 g (0.192 mol) of propyleneoxide. 9.6 g of 4-tert-butylcyclohexanol and 17.9 g of 1-(4-tert-butylcyclohexyloxy)-2-butanol (cis:trans=8:2) (bp. 130° to 133° C./5 mm Hg) were obtained in a 41% yield. Then, the cis-t... Conditions: time 30 minute. Run in C1CCOC1 (THF). Procedure: To a solution of the above 3-(5-fluoro-2-methoxyphenyl)-3-methyl-1-morpholin-4-ylbutan-1-one (0.59 g) in THF (1 mL) stirred under argon and cooled on dry ice/acetone was added methyl lithium (1.4 M in pentane, 2 mL) over 2 minutes. The mixture was stirred for 30 minutes and quenched with EtOH (0.3 mL). The mixture was warmed to room temperature and 1 mL of water was added. The organic phase was separated, washed, dried, filtered, and evaporated. The residue was fractionated over a short column o... The product is FC=1C=CC(=C(C1)C(CC(C)=O)(C)C)OC (4-(5-fluoro-2-methoxyphenyl)-4-methylpentan-2-one). Reaction SMILES: [F:1][C:2]1[CH:3]=[CH:4][C:5]([O:20][CH3:21])=[C:6]([C:8]([CH3:19])([CH3:18])[CH2:9][C:10](N2CCOCC2)=[O:11])[CH:7]=1.[CH3:22][Li]>C1COCC1>[F:1][C:2]1[CH:3]=[CH:4][C:5]([O:20][CH3:21])=[C:6]([C:8]([CH3:18])([CH3:19])[CH2:9][C:10](=[O:11])[CH3:22])[CH:7]=1. Starting materials: FC=1C=CC(=C(C1)C(CC(=O)N1CCOCC1)(C)C)OC (3-(5-fluoro-2-methoxyphenyl)-3-methyl-1-morpholin-4-ylbutan-1-one), C[Li] (methyl lithium). Reactants: O=Cc1cc(Br)co1, N#Cc1ccccc1, N#Cc1ccccc1, CC(C)NC(C)C, Cl[Pd]Cl, [Cu]I, C1COCCO1, C#Cc1ccccc1. The product is O=Cc1cc(C#Cc2ccccc2)co1. As a reaction SMILES: [Br:1][c:2]1[cH:3][c:4]([CH:7]=[O:8])[o:5][cH:6]1.[C:33]([c:34]1[cH:35][cH:36][cH:37][cH:38][cH:39]1)#[N:40].[C:41]([c:42]1[cH:43][cH:44][cH:45][cH:46][cH:47]1)#[N:48].[CH:9]([NH:10][CH:11]([CH3:12])[CH3:13])([CH3:14])[CH3:15].[Cl:30][Pd:31][Cl:32].[Cu:49][I:50].[O:24]1[CH2:25][CH2:26][O:27][CH2:28][CH2:29]1.[c:16]1([C:22]#[CH:23])[cH:17][cH:18][cH:19][cH:20][cH:21]1>>[c:2]1([C:23]#[C:22][c:16]2[cH:17][cH:18][cH:19][cH:20][cH:21]2)[cH:3][c:4]([CH:7]=[O:8])[o:5][cH:6]1. Reactants: C=CC12CC3CC(CC(C3)C1)C2, ClCCl, [Na+], [Na+], O=C([O-])[O-]. The product is C1C2CC3CC1CC(C1CO1)(C2)C3. RXN SMILES: [CH:1](=[CH2:2])[C:3]12[CH2:4][CH:5]3[CH2:6][CH:7]([CH2:8][CH:9]([CH2:10]1)[CH2:11]3)[CH2:12]2.[Cl:19][CH2:20][Cl:21].[Na+:13].[Na+:14].[O-:15][C:16](=[O:17])[O-:18]>>[CH:1]1([C:3]23[CH2:4][CH:5]4[CH2:6][CH:7]([CH2:8][CH:9]([CH2:10]2)[CH2:11]4)[CH2:12]3)[CH2:2][O:15]1. Reactants: CO, N=C1NC(=N)c2ccccc21, O=C1NC(=S)CS1. Product: N=C1NC(=C2SC(=O)NC2=S)c2ccccc21. Reaction SMILES: [CH3:19][OH:20].[NH:8]=[C:9]1[NH:10][C:11](=[NH:18])[c:12]2[cH:13][cH:14][cH:15][cH:16][c:17]21.[O:1]=[C:2]1[S:3][CH2:4][C:5](=[S:7])[NH:6]1>>[O:1]=[C:2]1[S:3][C:4](=[C:11]2[NH:10][C:9](=[NH:8])[c:17]3[c:12]2[cH:13][cH:14][cH:15][cH:16]3)[C:5](=[S:7])[NH:6]1.